From a dataset of the Open Reaction Database (ORD), a public repository of structured organic reaction records. describe an organic reaction: reactants, conditions, products, and yield RXN SMILES: [CH3:1][N+:2]1([O-:3])[CH2:4][CH2:5][O:6][CH2:7][CH2:8]1.[CH3:32][CH2:33][CH2:34][N+:35]([CH2:36][CH2:37][CH3:38])([CH2:39][CH2:40][CH3:41])[CH2:42][CH2:43][CH3:44].[Cl:24][CH2:25][Cl:26].[Cl:9][c:10]1[c:11]([CH2:22][OH:23])[cH:12][c:13]([CH2:16][CH2:17][NH:18][C:19]([CH3:20])=[O:21])[cH:14][cH:15]1.[O-:27][Ru:28](=[O:29])(=[O:30])=[O:31]>>[Cl:9][c:10]1[c:11]([CH:22]=[O:23])[cH:12][c:13]([CH2:16][CH2:17][NH:18][C:19]([CH3:20])=[O:21])[cH:14][cH:15]1. Product: CC(=O)NCCc1ccc(Cl)c(C=O)c1. The reactants are C[N+]1([O-])CCOCC1, CCC[N+](CCC)(CCC)CCC, ClCCl, CC(=O)NCCc1ccc(Cl)c(CO)c1, O=[Ru](=O)(=O)[O-].